This data is from the Open Reaction Database (ORD), a public repository of structured organic reaction records. The task is: describe an organic reaction: reactants, conditions, products, and yield The reactants are CN1N=C2N(N=C(C(=C2)C)C2=CC(=CC=C2)[N+](=O)[O-])C1=O (2,7-dimethyl-6-(m-nitrophenyl)-1,2,4-triazolo[4,3-b]pyridazin-3(2H)-one), FC(C(=O)O)(F)F (trifluoroacetic acid), [H][H] (hydrogen). Reagents/catalysts: [Pd] (palladium on carbon). The product is NC=1C=C(C=CC1)C=1C(=CC=2N(N1)C(N(N2)C)=O)C (6-(m-Aminophenyl)-2,7-dimethyl-1,2,4-triazolo[4,3-b]pyridazin-3(2H)-one). RXN SMILES: [CH3:1][N:2]1[C:20](=[O:21])[N:5]2[N:6]=[C:7]([C:11]3[CH:16]=[CH:15][CH:14]=[C:13]([N+:17]([O-])=O)[CH:12]=3)[C:8]([CH3:10])=[CH:9][C:4]2=[N:3]1.FC(F)(F)C(O)=O.[H][H]>[Pd]>[NH2:17][C:13]1[CH:12]=[C:11]([C:7]2[C:8]([CH3:10])=[CH:9][C:4]3[N:5]([C:20](=[O:21])[N:2]([CH3:1])[N:3]=3)[N:6]=2)[CH:16]=[CH:15][CH:14]=1. Procedure: A mixture of 5.0 g of 2,7-dimethyl-6-(m-nitrophenyl)-1,2,4-triazolo[4,3-b]pyridazin-3(2H)-one, 50 ml. of trifluoroacetic acid and a catalytic amount of 10% palladium on carbon are shaken in a Parr bottle under 40 lb. pressure of hydrogen for 2 hours and then filtered. The filtrate is concentrated in vacuo to an oil which is dissolved in 50 ml. of water and adjusted to pH 4.7 with 5N sodium hydroxide. The resulting solid is collected by filtration and air dried, giving 3.6 g. of the desired produ... Reactants: CC(C)(C)OC(=O)N1CCN(c2ccc(Cl)c(NC(=O)CCl)c2)CC1, CCOC(C)=O, CN(C)C=O, CCN(C(C)C)C(C)C, Nc1ccc(F)c(F)c1, [I-], [K+], O. As a reaction SMILES: [C:21]([CH3:22])([CH3:23])([CH3:24])[O:25][C:26](=[O:27])[N:28]1[CH2:29][CH2:30][N:31]([c:34]2[cH:35][c:36]([NH:41][C:42]([CH2:43][Cl:44])=[O:45])[c:37]([Cl:40])[cH:38][cH:39]2)[CH2:32][CH2:33]1.[C:52]([O:53][CH2:54][CH3:55])(=[O:56])[CH3:57].[CH3:46][N:47]([CH3:48])[CH:49]=[O:50].[CH:12]([N:13]([CH2:14][CH3:15])[CH:16]([CH3:17])[CH3:18])([CH3:19])[CH3:20].[F:3][c:4]1[cH:5][c:6]([NH2:7])[cH:8][cH:9][c:10]1[F:11].[I-:2].[K+:1].[OH2:51]>>[F:3][c:4]1[cH:5][c:6]([NH:7][CH2:43][C:42]([NH:41][c:36]2[cH:35][c:34]([N:31]3[CH2:30][CH2:29][N:28]([C:26]([O:25][C:21]([CH3:22])([CH3:23])[CH3:24])=[O:27])[CH2:33][CH2:32]3)[cH:39][cH:38][c:37]2[Cl:40])=[O:45])[cH:8][cH:9][c:10]1[F:11]. The product is CC(C)(C)OC(=O)N1CCN(c2ccc(Cl)c(NC(=O)CNc3ccc(F)c(F)c3)c2)CC1. The reactants are NC=1C2=C(N=CN1)N(C=C2C2=CC=C(C=C2)OCC2=CC=CC=C2)C2CCC(CC2)=O (4-{4-amino-5-[4-(benzyloxy)phenyl]-7H-pyrrolo[2,3-d]pyrimidin-7-yl}-1-cyclohexanone), C(C)(=O)O[BH-](OC(C)=O)OC(C)=O.[Na+] (sodium triacetoxyborohydride), C([O-])(O)=O.[Na+] (sodium bicarbonate), CN1CCNCC1 (N-methylpiperazine), [Na] (sodium), C(C)(=O)O (acetic acid), CN1CCNCC1 (N-methylpiperazine), C(C)(=O)O (acetic acid). Run in ClC(C)Cl (dichloroethane), O (water). Reaction conditions: time 8 hour. Product: C(C1=CC=CC=C1)OC1=CC=C(C=C1)C1=CN(C=2N=CN=C(C21)N)[C@@H]2CC[C@@H](CC2)N2CCN(CC2)C (Cis-5-[4-(benzyloxy)phenyl]-7-[4-(4-methylpiperazino)cyclohexyl]-7H-pyrrolo[2,3-d]pyrimidin-4-amine), transs-5-[4-(benzyloxy)phenyl]-7-[4-(4-methylpiperazino)cyclohexyl]-7H-pyrrolo[2,3-d]pyrimidin-4-amine. Yield: 21.0%. Reaction SMILES: [NH2:1][C:2]1[C:3]2[C:10]([C:11]3[CH:16]=[CH:15][C:14]([O:17][CH2:18][C:19]4[CH:24]=[CH:23][CH:22]=[CH:21][CH:20]=4)=[CH:13][CH:12]=3)=[CH:9][N:8]([CH:25]3[CH2:30][CH2:29][C:28](=O)[CH2:27][CH2:26]3)[C:4]=2[N:5]=[CH:6][N:7]=1.[CH3:32][N:33]1[CH2:38][CH2:37][NH:36][CH2:35][CH2:34]1.C(O)(=O)C.C(O[BH-](OC(=O)C)OC(=O)C)(=O)C.[Na+].[Na].C(=O)(O)[O-].[Na+]>ClC(Cl)C.O>[CH2:18]([O:17][C:14]1[CH:13]=[CH:12][C:11]([C:10]2[C:3]3[C:2]([NH2:1])=[N:7][CH:6]=[N:5][C:4]=3[N:8]([C@H:25]3[CH2:26][CH2:27][C@@H:28]([N:36]4[CH2:37][CH2:38][N:33]([CH3:32])[CH2:34][CH2:35]4)[CH2:29][CH2:30]3)[CH:9]=2)=[CH:16][CH:15]=1)[C:19]1[CH:24]=[CH:23][CH:22]=[CH:21][CH:20]=1 |f:3.4,6.7,^1:56|. Procedure: A suspension of the 4-{4-amino-5-[4-(benzyloxy)phenyl]-7H-pyrrolo[2,3-d]pyrimidin-7-yl}-1-cyclohexanone (1.22 g, 2.96 mmol) in dichloroethane (40 ml) was treated with N-methylpiperazine (0.889 g, 8.88 mmol) and glacial acetic acid (0.534 g, 8.88 mmol) at 0° C. for 1 hour. Subsequently, sodium triacetoxyborohydride (0.816 g, 3.85 mmol) was added and the reaction mixture was stirred overnight. Additional N-methylpiperazine (0.445 g, 4.44 mmol), sodium triaceoxyborohydride (0.407 g, 1.92 mmol), and...